The task is: describe an organic reaction: reactants, conditions, products, and yield. This data is from the Open Reaction Database (ORD), a public repository of structured organic reaction records. The reactants are CC(NC(=O)OCc1ccccc1)C(=O)O, NC(Cc1ccccc1)C(=O)NC(Cc1c[nH]cn1)C(=O)NC(CC1CCCCC1)C(O)C(O)C1CC1. Yields the product CC(NC(=O)OCc1ccccc1)C(=O)NC(Cc1ccccc1)C(=O)NC(Cc1c[nH]cn1)C(=O)NC(CC1CCCCC1)C(O)C(O)C1CC1. As a reaction SMILES: [CH2:1]([c:2]1[cH:3][cH:4][cH:5][cH:6][cH:7]1)[O:8][C:9](=[O:10])[NH:11][CH:12]([CH3:13])[C:14](=[O:15])[OH:16].[CH:17]1([CH2:23][CH:24]([CH:25]([CH:26]([OH:27])[CH:28]2[CH2:29][CH2:30]2)[OH:31])[NH:32][C:33]([CH:34]([CH2:35][c:36]2[n:37][cH:38][nH:39][cH:40]2)[NH:41][C:42]([CH:43]([NH2:44])[CH2:45][c:46]2[cH:47][cH:48][cH:49][cH:50][cH:51]2)=[O:52])=[O:53])[CH2:18][CH2:19][CH2:20][CH2:21][CH2:22]1>>[CH2:1]([c:2]1[cH:3][cH:4][cH:5][cH:6][cH:7]1)[O:8][C:9](=[O:10])[NH:11][CH:12]([CH3:13])[C:14](=[O:16])[NH:44][CH:43]([C:42]([NH:41][CH:34]([C:33]([NH:32][CH:24]([CH2:23][CH:17]1[CH2:18][CH2:19][CH2:20][CH2:21][CH2:22]1)[CH:25]([CH:26]([OH:27])[CH:28]1[CH2:29][CH2:30]1)[OH:31])=[O:53])[CH2:35][c:36]1[n:37][cH:38][nH:39][cH:40]1)=[O:52])[CH2:45][c:46]1[cH:47][cH:48][cH:49][cH:50][cH:51]1. Reaction SMILES: [CH2:44]([Cl:45])[Cl:46].[CH2:53]([O:54][CH2:55][CH3:56])[CH3:57].[CH2:58]([Cl:59])[Cl:60].[CH3:47][CH2:48][CH2:49][CH2:50][CH2:51][CH3:52].[F:1][c:2]1[cH:3][cH:4][c:5]([S:8][CH:9]2[CH2:10][N:11]([S:15](=[O:16])(=[O:17])[c:18]3[cH:19][cH:20][c:21]([CH3:24])[cH:22][cH:23]3)[CH2:12][CH2:13][CH2:14]2)[cH:6][cH:7]1.[Na+:40].[Na+:41].[Na+:43].[OH-:42].[OH2:61].[OH:25][O:26][C:27]([c:28]1[cH:29][c:30]([Cl:31])[cH:32][cH:33][cH:34]1)=[O:35].[S:36]([O-:37])([O-:38])=[O:39]>>[F:1][c:2]1[cH:3][cH:4][c:5]([S:8]([CH:9]2[CH2:10][N:11]([S:15](=[O:16])(=[O:17])[c:18]3[cH:19][cH:20][c:21]([CH3:24])[cH:22][cH:23]3)[CH2:12][CH2:13][CH2:14]2)(=[O:25])=[O:42])[cH:6][cH:7]1. Product: Cc1ccc(S(=O)(=O)N2CCCC(S(=O)(=O)c3ccc(F)cc3)C2)cc1. Starting materials: ClCCl, CCOCC, ClCCl, CCCCCC, Cc1ccc(S(=O)(=O)N2CCCC(Sc3ccc(F)cc3)C2)cc1, [Na+], [Na+], [Na+], [OH-], O, O=C(OO)c1cccc(Cl)c1, O=S([O-])[O-]. The reactants are Cl.ClC=1C=C(C(OC)=N)C=CC1OC (Methyl 3-chloro-4-methoxybenzimidate hydrochloride), N (ammonia). The solvent is CO (CH3OH). Conditions: temperature -78 celsius, time 20 hour. The product is Cl.ClC=1C=C(C(=N)N)C=CC1OC (3-Chloro-4-methoxybenzamidine hydrochloride). Isolated yield 191.7%. Reaction SMILES: Cl.[Cl:2][C:3]1[CH:4]=[C:5]([CH:10]=[CH:11][C:12]=1[O:13][CH3:14])[C:6](=[NH:9])OC.[NH3:15]>CO>[ClH:2].[Cl:2][C:3]1[CH:4]=[C:5]([CH:10]=[CH:11][C:12]=1[O:13][CH3:14])[C:6]([NH2:15])=[NH:9] |f:0.1,4.5|. Procedure details: Methyl 3-chloro-4-methoxybenzimidate hydrochloride, (19.9 g, 0.084 mole) was added to a solution of ammonia (12 g) in CH3OH (100 ml) cooled to -78° C. The stirred mixture was allowed to warm to room temperature. After 20 hours, the solution was evaporated to dryness under reduced pressure. The solid residue was triturated with Et2O and collected to yield 17.8 g (96%) of 27, m.p. dec. 243°-245° C. A sample triturated with acetone melted at 241°-243° C. dec. Reactants: ClC1=CC(=C(C=C1OC)C1=NN(C(=C1C)SC)C)F (3-(4-chloro-2-fluoro-5-methoxyphenyl)-4-methyl-5-(methylthio)-1-methyl-[1H]-pyrazole), [Cl-].[Li+] (lithium chloride), ice water, Cl (hydrochloric acid). Solvent: CN(C=O)C (N,N-dimethylformamide). Conditions: temperature 22 celsius, time 2.5 day. Product: ClC1=CC(=C(C=C1O)C1=NN(C(=C1C)SC)C)F (3-(4-Chloro-2-fluoro-5-hydroxyphenyl)-4-methyl-5-(methylthio)-1-methyl-[1H]-pyrazole). Reaction SMILES: [Cl:1][C:2]1[C:7]([O:8]C)=[CH:6][C:5]([C:10]2[C:14]([CH3:15])=[C:13]([S:16][CH3:17])[N:12]([CH3:18])[N:11]=2)=[C:4]([F:19])[CH:3]=1.[Cl-].[Li+].Cl>CN(C)C=O>[Cl:1][C:2]1[C:7]([OH:8])=[CH:6][C:5]([C:10]2[C:14]([CH3:15])=[C:13]([S:16][CH3:17])[N:12]([CH3:18])[N:11]=2)=[C:4]([F:19])[CH:3]=1 |f:1.2|. Procedure: A mixture of 15 g (0.05 mol) of 3-(4-chloro-2-fluoro-5-methoxyphenyl)-4-methyl-5-(methylthio)-1-methyl-[1H]-pyrazole (Example P7) and 10.6 g (0.25 mol) of lithium chloride in 100 ml of N,N-dimethylformamide is stirred at 22° C. in an argon atomsphere for 2.5 days. The solution is cooled and poured into 0.5 liter of ice-water and 15 ml of 37% hydrochloric acid and extracted with tert-butyl methyl ether (MTBE). The organic phase is extracted with a dilute sodium hydroxide solution, and the aqueous... Procedure details: 1,1-Dimethylethyl N-((6′-chloro-4′-hydroxy-2′-oxo-spiro[cyclohexane-1,1′-naphthalen]-3′-yl)carbonyl)glycinate (185 mg, 441 μmol) was dissolved in TFA (2 mL) at ambient temperature for 30 minutes. The reaction mixture was then concentrated, and the product was precipitated with hexanes, filtered, washed with ether, and dried in a vacuum oven to give the title compound (119 mg) as a white solid. MS (m/z)=364 (M+H)+. Calculated for C18H18ClNO5 363.09. Yields the product ClC=1C=C2C(=C(C(C3(C2=CC1)CCCCC3)=O)C(=O)NCC(=O)O)O (N-((6′-Chloro-4′-hydroxy-2′-oxo-spiro[cyclohexane-1,1′-naphthalen]-3′-yl)carbonyl)glycine). Starting materials: ClC=1C=C2C(=C(C(C3(C2=CC1)CCCCC3)=O)C(=O)NCC(=O)OC(C)(C)C)O (1,1-Dimethylethyl N-((6′-chloro-4′-hydroxy-2′-oxo-spiro[cyclohexane-1,1′-naphthalen]-3′-yl)carbonyl)glycinate). The yield is 74.2%. As a reaction SMILES: [Cl:1][C:2]1[CH:3]=[C:4]2[C:9](=[CH:10][CH:11]=1)[C:8]1([CH2:16][CH2:15][CH2:14][CH2:13][CH2:12]1)[C:7](=[O:17])[C:6]([C:18]([NH:20][CH2:21][C:22]([O:24]C(C)(C)C)=[O:23])=[O:19])=[C:5]2[OH:29]>C(O)(C(F)(F)F)=O>[Cl:1][C:2]1[CH:3]=[C:4]2[C:9](=[CH:10][CH:11]=1)[C:8]1([CH2:16][CH2:15][CH2:14][CH2:13][CH2:12]1)[C:7](=[O:17])[C:6]([C:18]([NH:20][CH2:21][C:22]([OH:24])=[O:23])=[O:19])=[C:5]2[OH:29]. Run in C(=O)(C(F)(F)F)O (TFA). Starting materials: Cn1c(CN2CCC(C(C)(C)O)CC2)nc2c(N3CCOCC3)nc(Cl)nc21, c1ccc2[nH]c(C3CCCO3)nc2c1. Yields the product Cn1c(CN2CCC(C(C)(C)O)CC2)nc2c(N3CCOCC3)nc(-n3c(C4CCCO4)nc4ccccc43)nc21. Reaction SMILES: [Cl:1][c:2]1[n:3][c:4]([N:23]2[CH2:24][CH2:25][O:26][CH2:27][CH2:28]2)[c:5]2[n:6][c:7]([CH2:12][N:13]3[CH2:14][CH2:15][CH:16]([C:19]([CH3:20])([CH3:21])[OH:22])[CH2:17][CH2:18]3)[n:8]([CH3:11])[c:9]2[n:10]1.[O:29]1[CH:30]([c:34]2[n:35][c:36]3[c:37]([nH:38]2)[cH:39][cH:40][cH:41][cH:42]3)[CH2:31][CH2:32][CH2:33]1>>[c:2]1(-[n:35]2[c:34]([CH:30]3[O:29][CH2:33][CH2:32][CH2:31]3)[n:38][c:37]3[c:36]2[cH:42][cH:41][cH:40][cH:39]3)[n:3][c:4]([N:23]2[CH2:24][CH2:25][O:26][CH2:27][CH2:28]2)[c:5]2[n:6][c:7]([CH2:12][N:13]3[CH2:14][CH2:15][CH:16]([C:19]([CH3:20])([CH3:21])[OH:22])[CH2:17][CH2:18]3)[n:8]([CH3:11])[c:9]2[n:10]1. The reactants are C1(=CC=CC=C1)C(C=1C=CC(NC1)=O)C1=CC=CC=C1 (5-(diphenylmethyl)-2-pyridone), C1=CC=C(C=C1)OP(=O)(Cl)Cl (phenylphosphoric dichloride), [OH-].[NH4+] (ammonium hydroxide). Product: ClC1=NC=C(C=C1)C(C1=CC=CC=C1)C1=CC=CC=C1 (2-chloro-5-(diphenylmethyl)-pyridine). Reaction SMILES: [C:1]1([CH:7]([C:15]2[CH:20]=[CH:19][CH:18]=[CH:17][CH:16]=2)[C:8]2[CH:9]=[CH:10][C:11](=O)[NH:12][CH:13]=2)[CH:6]=[CH:5][CH:4]=[CH:3][CH:2]=1.C1C=CC(OP(Cl)([Cl:30])=O)=CC=1.[OH-].[NH4+]>>[Cl:30][C:11]1[CH:10]=[CH:9][C:8]([CH:7]([C:15]2[CH:20]=[CH:19][CH:18]=[CH:17][CH:16]=2)[C:1]2[CH:6]=[CH:5][CH:4]=[CH:3][CH:2]=2)=[CH:13][N:12]=1 |f:2.3|. Procedure: Heat 55 g. of the crude 5-(diphenylmethyl)-2-pyridone and 110 ml. of phenylphosphoric dichloride at 200°-210° with stirring for 6 hours. Pour the cooled reaction mixture onto ice, basify with ammonium hydroxide, extract with ethyl ether, dry the ether extracts, and concentrate to a residue. Distill the residue at 160°-175°/0.15 mm. and crystallize the distillate from hexane to obtain 2-chloro-5-(diphenylmethyl)-pyridine, m.p. 69.5°-71°. As a reaction SMILES: [N+:1]([C:4]1[CH:5]=[C:6]([OH:10])[CH:7]=[CH:8][CH:9]=1)([O-:3])=[O:2].[H-].[Na+].[Si:13]([CH2:20]CI)([C:16]([CH3:19])([CH3:18])[CH3:17])([CH3:15])C.[C:23](=[O:26])([O-])[O-].[K+].[K+].[CH3:29]N(C)C=O>>[Si:13]([O:26][CH2:23][CH2:29][O:10][C:6]1[CH:7]=[CH:8][CH:9]=[C:4]([N+:1]([O-:3])=[O:2])[CH:5]=1)([C:16]([CH3:17])([CH3:18])[CH3:19])([CH3:15])[CH3:20] |f:1.2,4.5.6|. Yield: 74.0%. Reported procedure: To a stirred solution of 3-nitrophenol (5 g, 36 mmol) in dimethylformamide (100 ml) at 0° C. was added sodium hydride (1.029 g, 34.4 mmol). After effervescence had subsided 1-t-butyldimethylsilyl-2-iodoethane was added (10.811 g, 37.8 mmol) and the reaction mixture left at room temperature for 18 hours. Potassium carbonate (2 g) was added and the mixture heated at 100° C. for 2 h. It was then quenched with saturated aqueous ammonium chloride solution and evaporated under reduced pressure. The re... Product: [Si](C)(C)(C(C)(C)C)OCCOC1=CC(=CC=C1)[N+](=O)[O-] (1-(2-t-Butyldimethylsilyloxyethoxy)-3-nitrobenzene). Reaction conditions: temperature 100 celsius, time 18 hour. Starting materials: [N+](=O)([O-])C=1C=C(C=CC1)O (3-nitrophenol), [H-].[Na+] (sodium hydride), CN(C=O)C (dimethylformamide), C([O-])([O-])=O.[K+].[K+] (Potassium carbonate), [Si](C)(C)(C(C)(C)C)CCI (1-t-butyldimethylsilyl-2-iodoethane). The reactants are BrC1=CC(=NC=C1)C(=O)O (4-bromo-pyridine-2-carboxylic acid), FC(C1=CC=C(N)C=C1)(F)F (4-trifluoromethylaniline). Product: BrC1=CC(=NC=C1)C(=O)NC1=CC=C(C=C1)C(F)(F)F (4-Bromo-N-(4-(trifluoromethyl)phenyl)picolinamide). As a reaction SMILES: [Br:1][C:2]1[CH:7]=[CH:6][N:5]=[C:4]([C:8]([OH:10])=O)[CH:3]=1.[F:11][C:12]([F:21])([F:20])[C:13]1[CH:19]=[CH:18][C:16]([NH2:17])=[CH:15][CH:14]=1>>[Br:1][C:2]1[CH:7]=[CH:6][N:5]=[C:4]([C:8]([NH:17][C:16]2[CH:18]=[CH:19][C:13]([C:12]([F:11])([F:20])[F:21])=[CH:14][CH:15]=2)=[O:10])[CH:3]=1. Procedure: In a manner similar to that describe in Preparation 34, 4-bromo-pyridine-2-carboxylic acid and 4-trifluoromethylaniline were converted to the title compound. Reactants: COC(=O)N1CC[C@@H]2[C@](CCC[C@H]12)(C#CC=1C=C(C=CC1)C)O ((3aS,4R,7aS)-4-hydroxy-4-m-tolylethynyl-octahydro-indole-1-carboxylic acid methyl ester), C(C)(=O)O (acetic acid). Product: COC(=O)N1CC[C@H]2[C@@](CCC[C@@H]12)(C#CC=1C=C(C=CC1)C)OC(C)=O ((3aR,4S,7aR)-4-acetoxy-4-m-tolylethynyl-octahydro-indole-1-carboxylic acid methyl ester). RXN SMILES: [CH3:1][O:2][C:3]([N:5]1[C@@H:13]2[C@@H:8]([C@@:9]([OH:23])([C:14]#[C:15][C:16]3[CH:17]=[C:18]([CH3:22])[CH:19]=[CH:20][CH:21]=3)[CH2:10][CH2:11][CH2:12]2)[CH2:7][CH2:6]1)=[O:4].[C:24](O)(=[O:26])[CH3:25]>>[CH3:1][O:2][C:3]([N:5]1[C@H:13]2[C@H:8]([C@:9]([O:23][C:24](=[O:26])[CH3:25])([C:14]#[C:15][C:16]3[CH:17]=[C:18]([CH3:22])[CH:19]=[CH:20][CH:21]=3)[CH2:10][CH2:11][CH2:12]2)[CH2:7][CH2:6]1)=[O:4]. Procedure details: Synthesis in analogy to the General Method 1 starting from (3aS,4R,7aS)-4-hydroxy-4-m-tolylethynyl-octahydro-indole-1-carboxylic acid methyl ester and acetic acid to yield (3aR,4S,7aR)-4-acetoxy-4-m-tolylethynyl-octahydro-indole-1-carboxylic acid methyl ester. MS [M+H] 296 (ester elimination ion); =6.041 min; LC-MS Method II